Dataset: the Open Reaction Database (ORD), a public repository of structured organic reaction records. Task: describe an organic reaction: reactants, conditions, products, and yield The reactants are FC=1C=C(C=CC1F)C(CC(=O)NC)C1=CC=C(C=C1)C=1C=NNC1 (3-(3,4-Difluoro-phenyl)-N-methyl-3-[4-(1H-pyrazol-4-yl)-phenyl]-propionamide), ClC=1C=C(C=CC1Cl)[Mg]Br (3,4-dichlorophenylmagnesium bromide). Yields the product ClC=1C=C(C=CC1Cl)C(CC(=O)N)C1=CC=C(C=C1)C=1C=NNC1 (3-(3,4-Dichloro-phenyl)-3-[4-(1H-pyrazol-4-yl)-phenyl]-propionamide). Reaction SMILES: FC1C=C([CH:9]([C:15]2[CH:20]=[CH:19][C:18]([C:21]3[CH:22]=[N:23][NH:24][CH:25]=3)=[CH:17][CH:16]=2)[CH2:10][C:11]([NH:13]C)=[O:12])C=CC=1F.[Cl:26][C:27]1[CH:28]=[C:29]([Mg]Br)[CH:30]=[CH:31][C:32]=1[Cl:33]>>[Cl:26][C:27]1[CH:28]=[C:29]([CH:9]([C:15]2[CH:16]=[CH:17][C:18]([C:21]3[CH:22]=[N:23][NH:24][CH:25]=3)=[CH:19][CH:20]=2)[CH2:10][C:11]([NH2:13])=[O:12])[CH:30]=[CH:31][C:32]=1[Cl:33]. Procedure: By following the procedure described in Example 9A and 9B but substituting 3,4-difluorophenylmagnesium bromide for 3,4-dichlorophenylmagnesium bromide, the title compound was obtained. LC/MS: (PS-A3) Rt 9.82 [M+H]+ 360.14, 362.12. 1H NMR (Me-d3-OD) δ 2.90-3.00 (2H, d), 4.50-4.60 (1H, t), 7.10-7.30 (3H, m), 7.40-7.45 (2H, d), 7.50-7.55 (2H, d), 7.85-8.05 (2H, br s). Reactants: C(=O)(OC)C1C(CCCC1)=O (2-carbomethoxycyclohexanone), BrCCC1OCCCO1 (2-(2-bromoethyl)-1,3-dioxane), C([O-])([O-])=O.[K+].[K+] (potassium carbonate). The solvent is CN(C)C=O (DMF). Yields the product O1C(OCCC1)CCC1(C(CCCC1)=O)C(=O)OC (methyl 1-[2-(1,3-dioxan-2-yl)ethyl]-2-oxocyclohexanecarboxylate). RXN SMILES: [C:1]([CH:5]1[CH2:10][CH2:9][CH2:8][CH2:7][C:6]1=[O:11])([O:3][CH3:4])=[O:2].Br[CH2:13][CH2:14][CH:15]1[O:20][CH2:19][CH2:18][CH2:17][O:16]1.C(=O)([O-])[O-].[K+].[K+]>CN(C=O)C>[O:16]1[CH2:17][CH2:18][CH2:19][O:20][CH:15]1[CH2:14][CH2:13][C:5]1([C:1]([O:3][CH3:4])=[O:2])[CH2:10][CH2:9][CH2:8][CH2:7][C:6]1=[O:11] |f:2.3.4|. Procedure details: A solution of 2-carbomethoxycyclohexanone in DMF is reacted with 2-(2-bromoethyl)-1,3-dioxane and potassium carbonate by the method of Example 102 to generate the title compound. Reactants: CI (methyl iodide), BrC1=CC2=C(SC=C2)C=C1 (5-bromobenzo[b]thiophene), C1CO1 (ethylene oxide), Cl (HCl), [Mg] (magnesium). The solvent is C1CCOC1 (THF), C1CCOC1 (THF), C1CCOC1 (THF). Run at time 8 hour. Product: OCCC1=CC2=C(SC=C2)C=C1 (5-(2-hydroxyethyl)benzo[b]thiophene). The yield is 45.8%. Reaction SMILES: [Mg].CI.Br[C:5]1[CH:13]=[CH:12][C:8]2[S:9][CH:10]=[CH:11][C:7]=2[CH:6]=1.[CH2:14]1[O:16][CH2:15]1.Cl>C1COCC1>[OH:16][CH2:15][CH2:14][C:5]1[CH:13]=[CH:12][C:8]2[S:9][CH:10]=[CH:11][C:7]=2[CH:6]=1. Procedure: To a flame dried flask under N2 was added magnesium turnings (6 g, 0.25 mol) and THF (100 ml). The mixture was heated at reflux and a solution of methyl iodide (7.2 ml, d=2.28, 0.116 mol), and 5-bromobenzo[b]thiophene (24.4 g, 0.114 mol) in THF (50 ml) were added dropwise. The mixture was heated at reflux for 5 hours, then cooled to 0°-4° C. and a solution of ethylene oxide (15 g, 0.33 mol) in THF (20 ml) was added dropwise. After the addition, the reaction mixture was allowed to stir at room te... The reactants are O=C1N(CN(C12CCN(CC2)CCCN2C(NC1=C2C=CC=C1)=O)C1=CC=CC=C1)C(CC(=O)OC)C1=CC=CC=C1 (methyl 3-(4-oxo-8-(3-(2-oxo-2,3-dihydro-1H-benzo[d]imidazol-1-yl)propyl)-1-phenyl-1,3,8-triazaspiro[4.5]decan-3-yl)-3-phenylpropanoate), O.[OH-].[Li+] (lithium hydroxide monohydrate). Solvent: CO (methanol), O (water). Reaction conditions: time 24 hour. Yields the product O=C1N(CN(C12CCN(CC2)CCCN2C(NC1=C2C=CC=C1)=O)C1=CC=CC=C1)C(CC(=O)O)C1=CC=CC=C1 (3-(4-Oxo-8-(3-(2-oxo-2,3-dihydro-1H-benzo[d]imidazol-1-yl)propyl)-1-phenyl-1,3,8-triazaspiro[4.5]decan-3-yl)-3-phenylpropanoic acid), acetate salt. The yield is 37.0%. RXN SMILES: [O:1]=[C:2]1[C:6]2([CH2:11][CH2:10][N:9]([CH2:12][CH2:13][CH2:14][N:15]3[C:19]4[CH:20]=[CH:21][CH:22]=[CH:23][C:18]=4[NH:17][C:16]3=[O:24])[CH2:8][CH2:7]2)[N:5]([C:25]2[CH:30]=[CH:29][CH:28]=[CH:27][CH:26]=2)[CH2:4][N:3]1[CH:31]([C:37]1[CH:42]=[CH:41][CH:40]=[CH:39][CH:38]=1)[CH2:32][C:33]([O:35]C)=[O:34].O.[OH-].[Li+]>CO.O>[O:1]=[C:2]1[C:6]2([CH2:11][CH2:10][N:9]([CH2:12][CH2:13][CH2:14][N:15]3[C:19]4[CH:20]=[CH:21][CH:22]=[CH:23][C:18]=4[NH:17][C:16]3=[O:24])[CH2:8][CH2:7]2)[N:5]([C:25]2[CH:26]=[CH:27][CH:28]=[CH:29][CH:30]=2)[CH2:4][N:3]1[CH:31]([C:37]1[CH:42]=[CH:41][CH:40]=[CH:39][CH:38]=1)[CH2:32][C:33]([OH:35])=[O:34] |f:1.2.3|. Reported procedure: To a solution of methyl 3-(4-oxo-8-(3-(2-oxo-2,3-dihydro-1H-benzo[d]imidazol-1-yl)propyl)-1-phenyl-1,3,8-triazaspiro[4.5]decan-3-yl)-3-phenylpropanoate (0.22 g, 0.39 mmol) in methanol (3 mL) was added lithium hydroxide monohydrate (0.033 g, 0.78 mmol) in water (1 mL). After stirring at room temperature for 24 h, the reaction mixture was concentrated in vacuo and isolated by reverse phase HPLC to obtain the title compound as an acetate salt (0.080 g, 37%); 1H NMR (DMSO-d6): δ 1.45 (d, 1H, J=13.2 ...